This data is from the Open Reaction Database (ORD), a public repository of structured organic reaction records. The task is: describe an organic reaction: reactants, conditions, products, and yield Procedure: A mixture of 4-fluoro-3-nitrophenol (2.70 g, 17.2 mmol) and palladium on charcoal (10%, 0.31 g) in 60 mL ethyl acetate is hydrogenated under 50 psi of H2 using a Parr hydrogenation reactor. After shaking for 1 hour, the reaction mixture is filtered using a diatomaceous earth pad to remove catalyst. The filtrate is concentrated in vacuo, and the residue is sublimed to yield 2.18 g (100%) of Compound 24 as a white solid. MP: 142-144° C. 1H-NMR (d6 -DMSO) 8.82 (s, 1H); 6.70 (dd, 1H); 6.17 (dd, 1H);... Reaction conditions: time 1 hour. As a reaction SMILES: [F:1][C:2]1[CH:7]=[CH:6][C:5]([OH:8])=[CH:4][C:3]=1[N+:9]([O-])=O>[Pd].C(OCC)(=O)C>[NH2:9][C:3]1[CH:4]=[C:5]([OH:8])[CH:6]=[CH:7][C:2]=1[F:1]. Yields the product NC=1C=C(C=CC1F)O (3-amino-4-fluorophenol). Isolated yield 99.7%. Reactants: FC1=C(C=C(C=C1)O)[N+](=O)[O-] (4-fluoro-3-nitrophenol). Run in C(C)(=O)OCC (ethyl acetate). Reagents/catalysts: [Pd] (palladium on charcoal). Starting materials: N1(N=NC2=C1C=CC=C2)OCCCCC(C2=CC=C(C=C2)F)C2=NC(=NN2)NC=2C=NC(=C(C2)OC)N2C=NC(=C2)Cl (N-(5-(5-(1H-benzo[d][1,2,3]triazol-1-yloxy)-1-(4-fluorophenyl)pentyl)-1H-1,2,4-triazol-3-yl)-6-(4-chloro-1H-imidazol-1-yl)-5-methoxypyridin-3-amine), CCN(C(C)C)C(C)C (DIEA). The solvent is CC(CC)=O (2-butanone). Run at temperature 180 celsius. The product is ClC=1N=CN(C1)C1=C(C=C(C=N1)NC1=NN2C(C(CCCC2)C2=CC=C(C=C2)F)=N1)OC (N-(6-(4-chloro-1H-imidazol-1-yl)-5-methoxypyridin-3-yl)-9-(4-fluorophenyl)-6,7,8,9-tetrahydro-5H-[1,2,4]triazolo[1,5-a]azepin-2-amine). The yield is 5.7%. As a reaction SMILES: N1(O[CH2:11][CH2:12][CH2:13][CH2:14][CH:15]([C:23]2[NH:27][N:26]=[C:25]([NH:28][C:29]3[CH:30]=[N:31][C:32]([N:37]4[CH:41]=[C:40]([Cl:42])[N:39]=[CH:38]4)=[C:33]([O:35][CH3:36])[CH:34]=3)[N:24]=2)[C:16]2[CH:21]=[CH:20][C:19]([F:22])=[CH:18][CH:17]=2)C2C=CC=CC=2N=N1.CCN(C(C)C)C(C)C>CC(=O)CC>[Cl:42][C:40]1[N:39]=[CH:38][N:37]([C:32]2[N:31]=[CH:30][C:29]([NH:28][C:25]3[N:24]=[C:23]4[CH:15]([C:16]5[CH:17]=[CH:18][C:19]([F:22])=[CH:20][CH:21]=5)[CH2:14][CH2:13][CH2:12][CH2:11][N:27]4[N:26]=3)=[CH:34][C:33]=2[O:35][CH3:36])[CH:41]=1. Reported procedure: A microwave vial was charged with N-(5-(5-(1H-benzo[d][1,2,3]triazol-1-yloxy)-1-(4-fluorophenyl)pentyl)-1H-1,2,4-triazol-3-yl)-6-(4-chloro-1H-imidazol-1-yl)-5-methoxypyridin-3-amine (300 mg, 0.509 mmol), DIEA (0.089 mL, 0.509 mmol), and 2-butanone (5 mL). The mixture was heated in a microwave at 180° C. for 4 h. The reaction mixture was concentrated in vacuo. The crude product was purified using silica gel column chromatography (10-80% EtOAc/chloroform, linear gradient) to afford N-(6-(4-chloro-... Starting materials: C12(CC3CC(CC(C1)C3)C2)CO (adamantan-1-ylmethanol), FC(C1CCC(CC1)O)(F)F (4-(trifluoromethyl)cyclohexanol), ClC=1C(=CC(=C(C(=O)NS(=O)(=O)C)C1)F)F (5-chloro-2,4-difluoro-N-(methylsulfonyl)benzamide), ClC=1C(=CC(=C(C(=O)NS(N(C)C)(=O)=O)C1)F)F (5-chloro-N—(N,N-dimethylsulfamoyl)-2,4-difluorobenzamide). Yields the product ClC=1C(=CC(=C(C(=O)NS(N(C)C)(=O)=O)C1)F)O[C@@H]1CC[C@H](CC1)C(F)(F)F (trans-5-chloro-N—(N,N-dimethylsulfamoyl)-2-fluoro-4-((4-(trifluoromethyl)cyclohexyl)oxy)benzamide), solid. Yield: 19.0%. As a reaction SMILES: ClC1C(F)=CC(F)=C(C=1)C(NS(C)(=O)=O)=O.[Cl:17][C:18]1[C:19](F)=[CH:20][C:21]([F:33])=[C:22]([CH:32]=1)[C:23]([NH:25][S:26](=[O:31])(=[O:30])[N:27]([CH3:29])[CH3:28])=[O:24].C12(CO)CC3CC(CC(C3)C1)C2.[F:47][C:48]([F:57])([F:56])[CH:49]1[CH2:54][CH2:53][CH:52]([OH:55])[CH2:51][CH2:50]1>>[Cl:17][C:18]1[C:19]([O:55][C@H:52]2[CH2:53][CH2:54][C@H:49]([C:48]([F:47])([F:56])[F:57])[CH2:50][CH2:51]2)=[CH:20][C:21]([F:33])=[C:22]([CH:32]=1)[C:23]([NH:25][S:26](=[O:31])(=[O:30])[N:27]([CH3:29])[CH3:28])=[O:24]. Procedure details: Following the procedure as described in Example 8 and making variations as required to replace 5-chloro-2,4-difluoro-N-(methylsulfonyl)benzamide with 5-chloro-N—(N,N-dimethylsulfamoyl)-2,4-difluorobenzamide and adamantan-1-ylmethanol with 4-(trifluoromethyl)cyclohexanol, the title compound was obtained as a colorless solid (0.02 g, 19%): 1H NMR (300 MHz, DMSO-d6) δ 11.75 (s, 1H), 7.73 (d, J=7.5 Hz, 1H), 7.40 (d, J=12.6 Hz, 1H), 4.61-4.53 (m, 1H), 2.87 (s, 6H), 2.45-2.32 (m, 1H), 2.18-2.10 (m, 2H... The solvent is CO (MeOH). Reaction SMILES: [CH2:1]([O:8][C:9]1[CH:14]=[CH:13][C:12]([CH:15]2[CH2:20][CH2:19][N:18](C(OC(C)(C)C)=O)[CH2:17][C:16]2([F:29])[F:28])=[CH:11][CH:10]=1)[C:2]1[CH:7]=[CH:6][CH:5]=[CH:4][CH:3]=1.Cl.O1CCOCC1>CO>[CH2:1]([O:8][C:9]1[CH:14]=[CH:13][C:12]([CH:15]2[CH2:20][CH2:19][NH:18][CH2:17][C:16]2([F:29])[F:28])=[CH:11][CH:10]=1)[C:2]1[CH:3]=[CH:4][CH:5]=[CH:6][CH:7]=1 |f:1.2|. Procedure details: To a solution of t-butyl 4-(4-(benzyloxy)phenyl)-3,3-difluoropiperidine-1-carboxylate (5.2 g, 12.9 mmol) in MeOH (100 mL) was added 4 M HCl/dioxane (32.2 mL, 130 mmol) and the reaction mixture was stirred at rt for 5 h. The mixture was then evaporated under reduced pressure, and the residue was diluted with a saturated sodium bicarbonate solution and extracted with 200 mL of ethyl acetate. The layers were separated and the organic phase was dried over Na2SO4, filtered, and concentrated under vac... Yield: 63.9%. Yields the product C(C1=CC=CC=C1)OC1=CC=C(C=C1)C1C(CNCC1)(F)F (racemic 4-(4-(benzyloxy)phenyl)-3,3-difluoropiperidine). Reactants: C(C1=CC=CC=C1)OC1=CC=C(C=C1)C1C(CN(CC1)C(=O)OC(C)(C)C)(F)F (t-butyl 4-(4-(benzyloxy)phenyl)-3,3-difluoropiperidine-1-carboxylate), Cl.O1CCOCC1 (HCl dioxane). Reaction conditions: time 5 hour. The reactants are C=C(C)C=1C=NC=C(C(=O)O)C1 (5-(prop-1-en-2-yl)nicotinic acid), CCN=C=NCCCN(C)C (EDCI), C=1C=CC2=C(C1)N=NN2O (HOBT), NC[C@H]([C@H](CC1=CC=CC=C1)NC(OC(C)(C)C)=O)O (tert-butyl (2S,3R)-4-amino-3-hydroxy-1-phenylbutan-2-ylcarbamate), CCN(C(C)C)C(C)C (DIPEA). Solvent: ClCCl (dichlormethane). Run at time 10 minute. Yields the product O[C@@H]([C@H](CC1=CC=CC=C1)NC(OC(C)(C)C)=O)CNC(C1=CN=CC(=C1)C(=C)C)=O (tert-butyl (2S,3R)-3-hydroxy-1-phenyl-4-(5-(prop-1-en-2-yl)nicotinamido)butan-2-ylcarbamate). Isolated yield 53.5%. RXN SMILES: [CH2:1]=[C:2]([C:4]1[CH:5]=[N:6][CH:7]=[C:8]([CH:12]=1)[C:9]([OH:11])=O)[CH3:3].CCN=C=NCCCN(C)C.C1C=CC2N(O)N=NC=2C=1.[NH2:34][CH2:35][C@@H:36]([OH:53])[C@@H:37]([NH:45][C:46](=[O:52])[O:47][C:48]([CH3:51])([CH3:50])[CH3:49])[CH2:38][C:39]1[CH:44]=[CH:43][CH:42]=[CH:41][CH:40]=1.CCN(C(C)C)C(C)C>ClCCl>[OH:53][C@H:36]([CH2:35][NH:34][C:9](=[O:11])[C:8]1[CH:12]=[C:4]([C:2]([CH3:3])=[CH2:1])[CH:5]=[N:6][CH:7]=1)[C@@H:37]([NH:45][C:46](=[O:52])[O:47][C:48]([CH3:51])([CH3:49])[CH3:50])[CH2:38][C:39]1[CH:44]=[CH:43][CH:42]=[CH:41][CH:40]=1. Procedure details: To 5-(prop-1-en-2-yl)nicotinic acid (200 mg, 1.23 mmol) in dichlormethane (10 ml) at rt, EDCI (330 mg, 1.72 mmol) and HOBT (200 mg, 1.48 mmol) were added. After stirring at rt for 10 minutes, tert-butyl (2S,3R)-4-amino-3-hydroxy-1-phenylbutan-2-ylcarbamate (344 mg, 1.23 mmol) was added followed by DIPEA (0.2 ml). After stirring overnight at rt, reaction mixture was worked up as usual and residue was column purified (90% ethylacetate/10% hexanes) to yield 280 mg of tert-butyl (2S,3R)-3-hydroxy-1-... Starting materials: C(C)OC(CC=1C=C(C=C(C1)Cl)C1=C(C=C(C=C1)C(F)(F)F)CNCC)=O ((5-chloro-2′-ethylaminomethyl-4′-trifluoromethyl-biphenyl-3-yl)-acetic acid ethyl ester), C1(CC1)C(=O)Cl (cyclopropanecarbonyl chloride). Yields the product C(C)OC(CC=1C=C(C=C(C1)Cl)C1=C(C=C(C=C1)C(F)(F)F)CN(CC)C(=O)C1CC1)=O ({5-Chloro-2′-[(cyclopropanecarbonyl-ethyl-amino)-methyl]-4′-trifluoromethyl-biphenyl-3-yl}-acetic acid ethyl ester). Reaction SMILES: [CH2:1]([O:3][C:4](=[O:27])[CH2:5][C:6]1[CH:7]=[C:8]([C:13]2[CH:18]=[CH:17][C:16]([C:19]([F:22])([F:21])[F:20])=[CH:15][C:14]=2[CH2:23][NH:24][CH2:25][CH3:26])[CH:9]=[C:10]([Cl:12])[CH:11]=1)[CH3:2].[CH:28]1([C:31](Cl)=[O:32])[CH2:30][CH2:29]1>>[CH2:1]([O:3][C:4](=[O:27])[CH2:5][C:6]1[CH:7]=[C:8]([C:13]2[CH:18]=[CH:17][C:16]([C:19]([F:20])([F:22])[F:21])=[CH:15][C:14]=2[CH2:23][N:24]([C:31]([CH:28]2[CH2:30][CH2:29]2)=[O:32])[CH2:25][CH3:26])[CH:9]=[C:10]([Cl:12])[CH:11]=1)[CH3:2]. Procedure: Prepared according to the procedure described in Example 1, Step 6, using the following starting materials: (5-chloro-2′-ethylaminomethyl-4′-trifluoromethyl-biphenyl-3-yl)-acetic acid ethyl ester and cyclopropanecarbonyl chloride.